Dataset: the Open Reaction Database (ORD), a public repository of structured organic reaction records. Task: describe an organic reaction: reactants, conditions, products, and yield Starting materials: NC=1SC=C(N1)C(C(=O)OCC)=O (ethyl 2-aminothiazol-4-ylglyoxylate), FC1=C(C=C(C=C1)N=C=O)[N+](=O)[O-] (4-fluoro-3-nitrophenyl isocyanate). The solvent is CN(C=O)C (dimethylformamide). Yields the product FC1=C(C=C(C=C1)NC(NC=1SC=C(N1)C(C(=O)OCC)=O)=O)[N+](=O)[O-] (Ethyl 2-[3-(4-fluoro-3-nitrophenyl)ureido]thiazol-4-ylglyoxylate). As a reaction SMILES: [NH2:1][C:2]1[S:3][CH:4]=[C:5]([C:7](=[O:13])[C:8]([O:10][CH2:11][CH3:12])=[O:9])[N:6]=1.[F:14][C:15]1[CH:20]=[CH:19][C:18]([N:21]=[C:22]=[O:23])=[CH:17][C:16]=1[N+:24]([O-:26])=[O:25]>CN(C)C=O>[F:14][C:15]1[CH:20]=[CH:19][C:18]([NH:21][C:22](=[O:23])[NH:1][C:2]2[S:3][CH:4]=[C:5]([C:7](=[O:13])[C:8]([O:10][CH2:11][CH3:12])=[O:9])[N:6]=2)=[CH:17][C:16]=1[N+:24]([O-:26])=[O:25]. Procedure details: Following a procedure similar to that described in Preparation 1, the desired compound was prepared from 5 g of ethyl 2-aminothiazol-4-ylglyoxylate. 5.5 g of 4-fluoro-3-nitrophenyl isocyanate and 30 ml of dimethylformamide. The resulting product was a yellow powder having the following physical properties. The yield is 90.0%. The reactants are OC(C(=O)O)C1=C(C=CC=C1)[N+](=O)[O-] (2-hydroxy-2-[2-nitrophenyl]acetic acid), CO (methanol). Product: OC(C(=O)OC)C1=C(C=CC=C1)[N+](=O)[O-] (Methyl 2-hydroxy-2-[2-nitrophenyl]acetate), ester. Reaction SMILES: [OH:1][CH:2]([C:6]1[CH:11]=[CH:10][CH:9]=[CH:8][C:7]=1[N+:12]([O-:14])=[O:13])[C:3]([OH:5])=[O:4].[CH3:15]O>S(=O)(=O)(O)O>[OH:1][CH:2]([C:6]1[CH:11]=[CH:10][CH:9]=[CH:8][C:7]=1[N+:12]([O-:14])=[O:13])[C:3]([O:5][CH3:15])=[O:4]. Procedure: Methyl 2-hydroxy-2-[2-nitrophenyl]acetate (FIG. 2; Compound 6) was prepared by dissolving crude acid 2-hydroxy-2-[2-nitrophenyl]acetic acid (entire amount) in methanol (100 ml). Sulfuric acid (5 drops) was added, and the mixture was refluxed for 2.5 hr. The solvent was then evaporated. The residue was taken up in ethyl acetate and extracted with saturated sodium bicarbonate, followed by water and brine. After drying over MgSO4, the solvent was evaporated to give 9.13 g (90%) of crude ester which... Reagents/catalysts: S(O)(O)(=O)=O (Sulfuric acid). Starting materials: CCOC(=O)c1cc2c(Br)nn(C(C)OCC)c2s1, CCO, Cc1ccccc1, CCOC(C)=O, OB(O)C=Cc1ccccc1, [Na+], [Na+], O=C([O-])[O-], O, [Pd], c1ccc(P(c2ccccc2)c2ccccc2)cc1, c1ccc(P(c2ccccc2)c2ccccc2)cc1, c1ccc(P(c2ccccc2)c2ccccc2)cc1, c1ccc(P(c2ccccc2)c2ccccc2)cc1. The product is CCOC(=O)c1cc2c(C=Cc3ccccc3)nn(C(C)OCC)c2s1. Reaction SMILES: [Br:18][c:19]1[c:20]2[c:21]([n:22]([CH:24]([CH3:25])[O:26][CH2:27][CH3:28])[n:23]1)[s:29][c:30]([C:32](=[O:33])[O:34][CH2:35][CH3:36])[cH:31]2.[CH3:37][CH2:38][OH:39].[CH3:41][c:42]1[cH:43][cH:44][cH:45][cH:46][cH:47]1.[CH3:48][CH2:49][O:50][C:51](=[O:52])[CH3:53].[CH:1](=[CH:2][c:3]1[cH:4][cH:5][cH:6][cH:7][cH:8]1)[B:9]([OH:10])[OH:11].[Na+:12].[Na+:13].[O-:14][C:15](=[O:16])[O-:17].[OH2:40].[Pd:54].[c:112]1([P:113]([c:114]2[cH:115][cH:116][cH:117][cH:118][cH:119]2)[c:120]2[cH:121][cH:122][cH:123][cH:124][cH:125]2)[cH:126][cH:127][cH:128][cH:129][cH:130]1.[c:55]1([P:56]([c:57]2[cH:58][cH:59][cH:60][cH:61][cH:62]2)[c:63]2[cH:64][cH:65][cH:66][cH:67][cH:68]2)[cH:69][cH:70][cH:71][cH:72][cH:73]1.[c:74]1([P:75]([c:76]2[cH:77][cH:78][cH:79][cH:80][cH:81]2)[c:82]2[cH:83][cH:84][cH:85][cH:86][cH:87]2)[cH:88][cH:89][cH:90][cH:91][cH:92]1.[c:93]1([P:94]([c:95]2[cH:96][cH:97][cH:98][cH:99][cH:100]2)[c:101]2[cH:102][cH:103][cH:104][cH:105][cH:106]2)[cH:107][cH:108][cH:109][cH:110][cH:111]1>>[CH:1](=[CH:2][c:3]1[cH:4][cH:5][cH:6][cH:7][cH:8]1)[c:19]1[c:20]2[c:21]([n:22]([CH:24]([CH3:25])[O:26][CH2:27][CH3:28])[n:23]1)[s:29][c:30]([C:32](=[O:33])[O:34][CH2:35][CH3:36])[cH:31]2. The reactants are FC(F)(F)Oc1ccc(-n2cnc(Br)c2)cc1, O=C([O-])O, C1CCCCC1, COCCOC, COc1ccc(C=O)c(B(O)O)c1, [Na+], O. The product is COc1ccc(C=O)c(-c2cn(-c3ccc(OC(F)(F)F)cc3)cn2)c1. Reaction SMILES: [Br:1][c:2]1[n:3][cH:4][n:5](-[c:7]2[cH:8][cH:9][c:10]([O:13][C:14]([F:15])([F:16])[F:17])[cH:11][cH:12]2)[cH:6]1.[C:31](=[O:32])([OH:33])[O-:34].[CH2:43]1[CH2:44][CH2:45][CH2:46][CH2:47][CH2:48]1.[CH3:36][O:37][CH2:38][CH2:39][O:40][CH3:41].[CH:18](=[O:19])[c:20]1[c:21]([B:28]([OH:29])[OH:30])[cH:22][c:23]([O:26][CH3:27])[cH:24][cH:25]1.[Na+:35].[OH2:42]>>[c:2]1(-[c:21]2[c:20]([CH:18]=[O:19])[cH:25][cH:24][c:23]([O:26][CH3:27])[cH:22]2)[n:3][cH:4][n:5](-[c:7]2[cH:8][cH:9][c:10]([O:13][C:14]([F:15])([F:16])[F:17])[cH:11][cH:12]2)[cH:6]1. Yields the product C1(CCCCC1)CC1=C(N=NN1C1=CC=C(C=C1)C(=O)NCC)C(=O)O (5-(cyclohexylmethyl)-1-{4-[(ethylamino)carbonyl]phenyl}-1H-1,2,3-triazole-4-carboxylic acid). Starting materials: O (Water), C1(CCCCC1)CC(CC(=O)OCC)=O (Ethyl 4-cyclohexyl-3-oxobutyrate), N(=[N+]=[N-])C1=CC=C(C(=O)NCC)C=C1 (4-azido-N-ethylbenzamide), [O-]CC.[Na+] (sodium ethoxide). Procedure details: Ethyl 4-cyclohexyl-3-oxobutyrate (0.84 g, 3.96 mmol, 1.25 eq.) obtained in Example 102a) and 4-azido-N-ethylbenzamide (0.60 g, 3.15 mmol) were dissolved in ethanol (20 ml), sodium ethoxide (298 mg, 3.96 mmol, 1.25 eq.) was added, and the mixture was stirred at room temperature for 30 min, and then at 50° C. for 14 hr. Water (20 ml) was added to the reaction mixture, ethanol was evaporated, and the residue was diluted with 2% aqueous sodium carbonate solution (20 ml) and washed with ethyl acetate... Isolated yield 92.4%. Solvent: C(C)O (ethanol), C(C)O (ethanol). Reaction conditions: time 30 minute. RXN SMILES: [CH:1]1([CH2:7][C:8](=O)[CH2:9][C:10]([O:12]CC)=[O:11])[CH2:6][CH2:5][CH2:4][CH2:3][CH2:2]1.[N:16]([C:19]1[CH:29]=[CH:28][C:22]([C:23]([NH:25][CH2:26][CH3:27])=[O:24])=[CH:21][CH:20]=1)=[N+:17]=[N-:18].[O-]CC.[Na+].O>C(O)C>[CH:1]1([CH2:7][C:8]2[N:16]([C:19]3[CH:20]=[CH:21][C:22]([C:23]([NH:25][CH2:26][CH3:27])=[O:24])=[CH:28][CH:29]=3)[N:17]=[N:18][C:9]=2[C:10]([OH:12])=[O:11])[CH2:2][CH2:3][CH2:4][CH2:5][CH2:6]1 |f:2.3|. Reactants: C1(CCCC1)SC1=NC=CC=C1CO ((2-cyclopentylsulfanyl-pyridin-3-yl)-methanol), O=S(Cl)Cl (SOCl2). Run in CC#N (CH3CN). Run at time 2 hour. Yields the product ClCC=1C(=NC=CC1)SC1CCCC1 (3-chloromethyl-2-cyclopentylsulfanyl-pyridine). As a reaction SMILES: [CH:1]1([S:6][C:7]2[C:12]([CH2:13]O)=[CH:11][CH:10]=[CH:9][N:8]=2)[CH2:5][CH2:4][CH2:3][CH2:2]1.O=S(Cl)[Cl:17]>CC#N>[Cl:17][CH2:13][C:12]1[C:7]([S:6][CH:1]2[CH2:5][CH2:4][CH2:3][CH2:2]2)=[N:8][CH:9]=[CH:10][CH:11]=1. Procedure: (2-Cyclopentylsulfanyl-pyridin-3-yl)-methanol (0.6 g, 2.87 mmol) obtained in Step B was dissolved in CH3CN (5 mL), and SOCl2(0.42 mL, 5.74 mmol) was added thereto at 0° C. The mixture was stirred at room temperature for 2 hours. After the termination of the reaction, the reactant was concentrated under reduced pressure to obtain the title compound, which was used in the next step without a separate purification process.